From a dataset of the Open Reaction Database (ORD), a public repository of structured organic reaction records. describe an organic reaction: reactants, conditions, products, and yield Starting materials: C(C)(C)(C)O (tert-butanol), compound, C(C)(C)(C)O (tert-butanol), ice, CC(C)([O-])C.[K+] (potassium tert-butoxide). The solvent is O (water), C1CCOC1 (THF), C1CCOC1 (THF). Conditions: time 2 hour. The product is C=CC=CCCCCC=CC=C (1,3,9,11-dodecatetraene). The yield is 48.0%. As a reaction SMILES: [C:1](O)([CH3:4])([CH3:3])C.C[C:7]([CH3:10])([O-])[CH3:8].[K+]>C1COCC1.O>[CH2:4]=[CH:1][CH:3]=[CH:10][CH2:7][CH2:8][CH2:8][CH2:7][CH:10]=[CH:3][CH:1]=[CH2:4] |f:1.2|. Procedure: The latter compound (2.0 g) was dissolved in 50 mL of 1:4 THF:tert-butanol and added dropwise to an ice cold solution of potassium tert-butoxide (3.00 g) in 100 mL of 1:4 THF:tert-butanol. The reaction mixture was stirred in ice for 0.5 hours and at room temperature for 2 hours. The reaction mixture was diluted with water and extracted with pentane. The combined organic layer was washed with water. The organic layer was separated, dried with anhydrous magnesium sulfate, filtered and the solvent ... Reactants: IC1=CC=C(N)C=C1 (4-iodoaniline), C(C)(=O)OC(C)=O (acetic anhydride), C(=O)O (formic acid). Run in C1CCOC1 (THF), C1(=CC=CC=C1)C (toluene), O (water), C(C)(=O)OCC (ethyl acetate). Reaction conditions: time 8 hour. The product is C1=CC(=CC=C1NC=O)I (4-Iodoformanilide). Isolated yield 99.0%. RXN SMILES: [I:1][C:2]1[CH:8]=[CH:7][C:5]([NH2:6])=[CH:4][CH:3]=1.[C:9](OC(=O)C)(=[O:11])C.C(O)=O>C1COCC1.C1(C)C=CC=CC=1.O.C(OCC)(=O)C>[CH:4]1[C:5]([NH:6][CH:9]=[O:11])=[CH:7][CH:8]=[C:2]([I:1])[CH:3]=1. Procedure details: To a solution of 4-iodoaniline (30.0 g, 137 mmol) in 100 mL THF and 100 mL toluene, a solution of acetic anhydride (16.0 g, 157 mmol) and formic acid (10.8 g, 235 mmol) was slowly added from an addition funnel under argon atmosphere. The reaction mixture temperature was maintained below 15° C. during the addition. After the addition was finished, the reaction mixture was stirred at rt overnight. The reaction mixture was diluted with water (300 mL) and ethyl acetate (200 mL). The organic layer wa...